Dataset: the Open Reaction Database (ORD), a public repository of structured organic reaction records. Task: describe an organic reaction: reactants, conditions, products, and yield The reactants are [F-].C(CCC)[N+](CCCC)(CCCC)CCCC (tetrabutylammonium fluoride), [Si](C)(C)(C(C)(C)C)OCC(CN(S(=O)(=O)C1=CC=CC=C1)C)C1=CC=CC=C1 (N-(3-(tert-butyldimethylsilyloxy)-2-phenylpropyl)-N-methylbenzenesulfonamide). Run in C1CCOC1 (THF), C1CCOC1 (THF), C(C)(=O)OCC (ethyl acetate). Reaction conditions: time 30 minute. Product: OCC(CN(S(=O)(=O)C1=CC=CC=C1)C)C1=CC=CC=C1 (N-(3-Hydroxy-2-phenylpropyl)-N-methylbenzene-sulfonamide). The yield is 98.2%. As a reaction SMILES: [F-].C([N+](CCCC)(CCCC)CCCC)CCC.[Si]([O:26][CH2:27][CH:28]([C:41]1[CH:46]=[CH:45][CH:44]=[CH:43][CH:42]=1)[CH2:29][N:30]([CH3:40])[S:31]([C:34]1[CH:39]=[CH:38][CH:37]=[CH:36][CH:35]=1)(=[O:33])=[O:32])(C(C)(C)C)(C)C>C1COCC1.C(OCC)(=O)C>[OH:26][CH2:27][CH:28]([C:41]1[CH:46]=[CH:45][CH:44]=[CH:43][CH:42]=1)[CH2:29][N:30]([CH3:40])[S:31]([C:34]1[CH:39]=[CH:38][CH:37]=[CH:36][CH:35]=1)(=[O:33])=[O:32] |f:0.1|. Reported procedure: A THF solution of tetrabutylammonium fluoride (1.0 M, 3.9 mL, 3.9 mmol) was added to dropwise to a solution of N-(3-(tert-butyldimethylsilyloxy)-2-phenylpropyl)-N-methylbenzenesulfonamide (570 mg, 1.31 mmol) in 5.0 mL of THF. After stirring for 30 min at room temperature, the mixture was diluted with 50 mL of ethyl acetate and washed in sucession with 30 mL of 2.0 N aqueous HCl, 30 mL of saturated aqueous sodium bicarbonate, and 30 mL of brine. The organic layer was dried over sodium sulfate, de... Reactants: O=C(O)c1ccc(OC(F)(F)F)c(Br)c1, CCN=C=NCCCN(C)C, CN1CCOCC1, Nc1ccc(N2CCOCC2)cc1, CN(C)C=O, O, On1nnc2ccccc21. Product: O=C(Nc1ccc(N2CCOCC2)cc1)c1ccc(OC(F)(F)F)c(Br)c1. RXN SMILES: [Br:1][c:2]1[cH:3][c:4]([C:5](=[O:6])[OH:7])[cH:8][cH:9][c:10]1[O:11][C:12]([F:13])([F:14])[F:15].[CH3:29][CH2:30][N:31]=[C:32]=[N:33][CH2:34][CH2:35][CH2:36][N:37]([CH3:38])[CH3:39].[CH3:50][N:51]1[CH2:52][CH2:53][O:54][CH2:55][CH2:56]1.[NH2:16][c:17]1[cH:18][cH:19][c:20]([N:23]2[CH2:24][CH2:25][O:26][CH2:27][CH2:28]2)[cH:21][cH:22]1.[O:57]=[CH:58][N:59]([CH3:60])[CH3:61].[OH2:62].[OH:40][n:41]1[c:42]2[c:43]([cH:44][cH:45][cH:46][cH:47]2)[n:48][n:49]1>>[Br:1][c:2]1[cH:3][c:4]([C:5](=[O:7])[NH:16][c:17]2[cH:18][cH:19][c:20]([N:23]3[CH2:24][CH2:25][O:26][CH2:27][CH2:28]3)[cH:21][cH:22]2)[cH:8][cH:9][c:10]1[O:11][C:12]([F:13])([F:14])[F:15]. Reactants: CCOC(=O)C(=NOC)C(=O)CCl, Cc1ccccc1, OCCO, Cc1ccc(S(=O)(=O)O)cc1. Product: CCOC(=O)C(=NOC)C1(CCl)OCCO1. RXN SMILES: [CH3:1][O:2][N:3]=[C:4]([C:5](=[O:6])[O:7][CH2:8][CH3:9])[C:10]([CH2:11][Cl:12])=[O:13].[CH3:29][c:30]1[cH:31][cH:32][cH:33][cH:34][cH:35]1.[OH:14][CH2:15][CH2:16][OH:17].[c:18]1([CH3:19])[cH:20][cH:21][c:22]([S:23]([OH:24])(=[O:25])=[O:26])[cH:27][cH:28]1>>[CH3:1][O:2][N:3]=[C:4]([C:5](=[O:6])[O:7][CH2:8][CH3:9])[C:10]1([CH2:11][Cl:12])[O:13][CH2:16][CH2:15][O:14]1. The reactants are Cl (hydrochloric acid), ONCCCP(OCC)(OCC)=O (diethyl 3-(N-hydroxyamino)propylphosphonate), [OH-].[Na+] (sodium hydroxide), C(C)(=O)OC(C)=O (acetic anhydride). The solvent is CO (methanol), O (water), C(Cl)(Cl)Cl (chloroform), C(=O)O (formic acid). The product is C(=O)N(O)CCCP(OCC)(OCC)=O (diethyl 3-(N-formyl-N-hydroxyamino)propylphosphonate). The yield is 91.1%. As a reaction SMILES: [OH:1][NH:2][CH2:3][CH2:4][CH2:5][P:6](=[O:13])([O:10][CH2:11][CH3:12])[O:7][CH2:8][CH3:9].[C:14](OC(=O)C)(=[O:16])C.[OH-].[Na+].Cl>C(Cl)(Cl)Cl.CO.O.C(O)=O>[CH:14]([N:2]([CH2:3][CH2:4][CH2:5][P:6](=[O:13])([O:10][CH2:11][CH3:12])[O:7][CH2:8][CH3:9])[OH:1])=[O:16] |f:2.3|. Reported procedure: To a solution of diethyl 3-(N-hydroxyamino)propylphosphonate (2.80 g.) in chloroform (30 ml.) was added dropwise a mixture of acetic anhydride (2.04 g.) and formic acid (1.38 g.), which was prepared in the same manner as that of Example (31), under ice-cooling with stirring. The reaction mixture was stirred for half an hour at 0°-5° C. and for additional an hour at ambient temperature, and then evaporated to dryness under reduced pressure to give an oily residue, which was dissolved in a mixture... Starting materials: CC(C)(C)OC(=O)NCC1CC1c1cc(F)ccc1OCC1CC1, CCOCC, Cl. RXN SMILES: [C:1]([O:2][C:3](=[O:4])[NH:7][CH2:8][CH:9]1[CH:10]([c:12]2[c:13]([O:19][CH2:20][CH:21]3[CH2:22][CH2:23]3)[cH:14][cH:15][c:16]([F:18])[cH:17]2)[CH2:11]1)([CH3:5])([CH3:6])[CH3:24].[CH3:25][CH2:26][O:27][CH2:28][CH3:29].[ClH:30]>>[ClH:30].[NH2:7][CH2:8][CH:9]1[CH:10]([c:12]2[c:13]([O:19][CH2:20][CH:21]3[CH2:22][CH2:23]3)[cH:14][cH:15][c:16]([F:18])[cH:17]2)[CH2:11]1. The product is Cl, NCC1CC1c1cc(F)ccc1OCC1CC1. Procedure: Ten milligrams of (R)-trans-3,5-dihydroxycyclopent-1-ene and 8 milligrams of dihydropyran were stirred at room temperature for 24 hours in 1.0 milliliter of methylene chloride in the presence of 0.1 milligram of p-toluenesulfonic acid. The organic solution was first washed with an aqueous sodium bicarbonate solution and then with an aqueous sodium chloride solution followed by drying with magnesium sulfate and thereafter distilling off the solvent under reduced pressure to obtain a crude product... Solvent: C(Cl)Cl (methylene chloride). Isolated yield 62.8%. Reagents/catalysts: C1(=CC=C(C=C1)S(=O)(=O)O)C (p-toluenesulfonic acid). The reactants are O[C@H]1C=C[C@@H](C1)O ((R)-trans-3,5-dihydroxycyclopent-1-ene), O1CCCC=C1 (dihydropyran). Yields the product O1C(CCCC1)O[C@@H]1C[C@H](C=C1)O ((R)-trans-5-tetrahydropyranyloxycyclopent-1-en-3-ol). As a reaction SMILES: [OH:1][C@@H:2]1[CH2:6][C@@H:5]([OH:7])[CH:4]=[CH:3]1.[O:8]1[CH:13]=[CH:12][CH2:11][CH2:10][CH2:9]1>C(Cl)Cl.C1(C)C=CC(S(O)(=O)=O)=CC=1>[O:8]1[CH2:13][CH2:12][CH2:11][CH2:10][CH:9]1[O:1][C@H:2]1[CH:3]=[CH:4][C@H:5]([OH:7])[CH2:6]1. The reactants are O=C1CCC(=O)N1Br, COC(=O)c1cc(-c2ccnn2C)c(C)s1, C1CCOC1. The product is COC(=O)c1cc(-c2c(Br)cnn2C)c(C)s1. RXN SMILES: [Br:17][N:18]1[C:19](=[O:20])[CH2:21][CH2:22][C:23]1=[O:24].[CH3:1][c:2]1[c:3](-[c:11]2[cH:12][cH:13][n:14][n:15]2[CH3:16])[cH:4][c:5]([C:7](=[O:8])[O:9][CH3:10])[s:6]1.[O:25]1[CH2:26][CH2:27][CH2:28][CH2:29]1>>[CH3:1][c:2]1[c:3](-[c:11]2[c:12]([Br:17])[cH:13][n:14][n:15]2[CH3:16])[cH:4][c:5]([C:7](=[O:8])[O:9][CH3:10])[s:6]1. As a reaction SMILES: FC(F)(F)C([NH:5][C:6]1[N:7]=[C:8]2[CH:13]=[CH:12][C:11]([C:14](=[O:21])[C:15]3[CH:20]=[CH:19][CH:18]=[CH:17][CH:16]=3)=[CH:10][N:9]2[C:22]=1[C:23]1[C:28]([F:29])=[CH:27][CH:26]=[CH:25][C:24]=1[F:30])=O>CC(=O)OCC>[NH2:5][C:6]1[N:7]=[C:8]2[CH:13]=[CH:12][C:11]([C:14](=[O:21])[C:15]3[CH:16]=[CH:17][CH:18]=[CH:19][CH:20]=3)=[CH:10][N:9]2[C:22]=1[C:23]1[C:24]([F:30])=[CH:25][CH:26]=[CH:27][C:28]=1[F:29]. Run in CC(OCC)=O (EA). Reactants: FC(C(=O)NC=1N=C2N(C=C(C=C2)C(C2=CC=CC=C2)=O)C1C1=C(C=CC=C1F)F)(F)F (2-trifluoroacetamido-3-(2,6-difluorophenyl)-6-benzoyl-imidazo[1,2-a]pyridine). Yields the product NC=1N=C2N(C=C(C=C2)C(C2=CC=CC=C2)=O)C1C1=C(C=CC=C1F)F (2-Amino-3-(2,6-difluorophenyl)-6-benzoyl-imidazo[1,2-a]pyridine). Procedure details: The 2-trifluoroacetamido-3-(2,6-difluorophenyl)-6-benzoyl-imidazo[1,2-a]pyridine (6.01 g, 13.5 mmol) was converted to product in a manner substantially analogous to Example 56 to yield 3.42 9. (72.6%). EA, MS(FD).